Dataset: the Open Reaction Database (ORD), a public repository of structured organic reaction records. Task: describe an organic reaction: reactants, conditions, products, and yield Reactants: O1CCN(CC1)C1=CC(=CC2=CC=CC=C12)O (4-morpholino-2-naphthol), O1CCN(CC1)C1=CC=C(C=C1)C(C#C)(O)C1=CC=CC=C1 (1(4-morpholinophenyl)-1-phenylprop-2-yn-1-ol). The solvent is C1(=CC=CC=C1)C (toluene). Yields the product O1CCN(CC1)C1=CC=2OC(C=CC2C2=CC=CC=C12)(C1=CC=CC=C1)C1=CC=C(C=C1)N1CCOCC1 (6-morpholino-3(4-morpholinophenyl)-3-phenyl-3H-naphtho[2,1-b]pyran). Isolated yield 73.2%. Reaction SMILES: [O:1]1[CH2:6][CH2:5][N:4]([C:7]2[C:16]3[C:11](=[CH:12][CH:13]=[CH:14][CH:15]=3)[CH:10]=[C:9]([OH:17])[CH:8]=2)[CH2:3][CH2:2]1.[O:18]1[CH2:23][CH2:22][N:21]([C:24]2[CH:29]=[CH:28][C:27]([C:30]([C:34]3[CH:39]=[CH:38][CH:37]=[CH:36][CH:35]=3)(O)[C:31]#[CH:32])=[CH:26][CH:25]=2)[CH2:20][CH2:19]1>C1(C)C=CC=CC=1>[O:1]1[CH2:2][CH2:3][N:4]([C:7]2[C:16]3[C:11](=[CH:12][CH:13]=[CH:14][CH:15]=3)[C:10]3[CH:32]=[CH:31][C:30]([C:27]4[CH:28]=[CH:29][C:24]([N:21]5[CH2:20][CH2:19][O:18][CH2:23][CH2:22]5)=[CH:25][CH:26]=4)([C:34]4[CH:35]=[CH:36][CH:37]=[CH:38][CH:39]=4)[O:17][C:9]=3[CH:8]=2)[CH2:5][CH2:6]1. Procedure details: A solution of 4-morpholino-2-naphthol (1.5 g, 6.5 mmol) and 1(4-morpholinophenyl)-1-phenylprop-2-yn-1-ol (1.92 g, 6.5 mmol) in toluene (65 cm3) containing acidic alumina (Brockmann 1), (4.0 g) was refluxed for 60 minutes. The cooled solution was filtered and the alumina was washed well with EtOAc (200 cm3). Removal of the solvent from the filtrate gave an oil which solidified on standing at room temperature. Recrystallisation from EtOAc/hexane gave 6-morpholino-3(4-morpholinophenyl)-3-phenyl-3H-... Reactants: BrC1=C(C(=CC(=C1)C(C(F)(F)F)(C(F)(F)F)F)Br)N(C(=O)C=1C(=C(C=CC1)NC(=O)C1=CC=NC=C1)OC)C (N-[3-[[2,6-dibromo-4-[1,2,2,2-tetrafluoro-1-(trifluoromethyl)ethyl]phenyl]-methyl-carbamoyl]-2-methoxy-phenyl]pyridine-4-carboxamide), [H-].[Na+] (sodium hydride), IC (iodomethane). The reagents and catalysts are CO (methanol). Solvent: CN(C=O)C (N,N-dimethylformamide). Conditions: time 10 minute. The product is BrC1=C(C(=CC(=C1)C(C(F)(F)F)(C(F)(F)F)F)Br)N(C(=O)C=1C(=C(C=CC1)N(C(=O)C1=CC=NC=C1)C)OC)C (N-[3-[[2,6-dibromo-4-[1,2,2,2-tetrafluoro-1-(trifluoromethyl)ethyl]phenyl]-methyl-carbamoyl]-2-methoxy-phenyl]-N-methyl-pyridine-4-carboxamide). As a reaction SMILES: [Br:1][C:2]1[CH:7]=[C:6]([C:8]([F:17])([C:13]([F:16])([F:15])[F:14])[C:9]([F:12])([F:11])[F:10])[CH:5]=[C:4]([Br:18])[C:3]=1[N:19]([CH3:39])[C:20]([C:22]1[C:23]([O:37][CH3:38])=[C:24]([NH:28][C:29]([C:31]2[CH:36]=[CH:35][N:34]=[CH:33][CH:32]=2)=[O:30])[CH:25]=[CH:26][CH:27]=1)=[O:21].[H-].[Na+].I[CH3:43]>CN(C)C=O.CO>[Br:1][C:2]1[CH:7]=[C:6]([C:8]([F:17])([C:9]([F:10])([F:11])[F:12])[C:13]([F:14])([F:15])[F:16])[CH:5]=[C:4]([Br:18])[C:3]=1[N:19]([CH3:39])[C:20]([C:22]1[C:23]([O:37][CH3:38])=[C:24]([N:28]([CH3:43])[C:29]([C:31]2[CH:32]=[CH:33][N:34]=[CH:35][CH:36]=2)=[O:30])[CH:25]=[CH:26][CH:27]=1)=[O:21] |f:1.2|. Procedure details: To the colorless solution of N-[3-[[2,6-dibromo-4-[1,2,2,2-tetrafluoro-1-(trifluoromethyl)ethyl]phenyl]-methyl-carbamoyl]-2-methoxy-phenyl]pyridine-4-carboxamide (example G-16 above) (0.120 g, 0.175 mmole) in N,N-dimethylformamide (5 ml), magnetically stirred under argon atmosphere was added sodium hydride (60% suspension in oil) (0.008 g, 0.192 mmole). After the gas evolution stopped, the resulting yellow solution was treated with iodomethane (0.012 ml, 0.027 g, 0.192 mmole). After 10 minutes, ... Starting materials: Cl (HCl), BrC=1C=CC(=C(C1)C(C)=O)O (1-(5-bromo-2-hydroxy-phenyl)-ethanone), CC1CC(CC1)=O (3-methylcyclopentanone), N1CCCC1 (pyrrolidine). The solvent is O (water), CO (MeOH). Reaction conditions: time 8 hour. Product: BrC=1C=C2C(CC3(CC(CC3)C)OC2=CC1)=O (6-bromo-3′-methylspiro[chroman-2,1′-cyclopentan]-4-one). RXN SMILES: [Br:1][C:2]1[CH:3]=[CH:4][C:5]([OH:11])=[C:6]([C:8](=[O:10])[CH3:9])[CH:7]=1.[CH3:12][CH:13]1[CH2:17][CH2:16][C:15](=O)[CH2:14]1.N1CCCC1.Cl>CO.O>[Br:1][C:2]1[CH:7]=[C:6]2[C:5](=[CH:4][CH:3]=1)[O:11][C:15]1([CH2:16][CH2:17][CH:13]([CH3:12])[CH2:14]1)[CH2:9][C:8]2=[O:10]. Reported procedure: A mixture of 1-(5-bromo-2-hydroxy-phenyl)-ethanone (2.193 g, 10.2 mmol), 3-methylcyclopentanone (2 g, 20.4 mmol) and pyrrolidine (1.67 mL, 19.43 mmol) in MeOH (42 mL) was stirred at room temperature overnight, followed by reflux for 2 days. The mixture was concentrated in vacuo to give the residue, which was added water and HCl (36%) until pH=1. The mixture was extracted with EtOAc and then the organic layer was concentrated to give 6-bromo-3′-methylspiro[chroman-2,1′-cyclopentan]-4-one, which w... Procedure details: Sulfur powder (99.999%), oleic acid (OLA, 90%), 1-octadecene (ODE, 90%), octadecane (ODA, 99%), oleyamine (OAm, 70%), polystyrene-block-polybutadiene (C12H14, 30 wt % styrene, 80% diblock), cadmium nitrate tetrahydrate (Cd(NO3)2.4H2O, 99.99%), zinc stearate (count as ZnO %≈14%), myristic acid (MA, 99%), nitric acid (69.5%), manganese acetate tetrahydrate (99%), and sodium hydroxide (NaOH) were purchased from commercial sources and used as received without further purification. Cadmium myristate ... Reagents/catalysts: C(CCCCCCCCCCCCCCCCC)(=O)[O-].[Zn+2].C(CCCCCCCCCCCCCCCCC)(=O)[O-] (zinc stearate), O.O.O.O.C(C)(=O)[O-].[Mn+2].C(C)(=O)[O-] (manganese acetate tetrahydrate). Product: C(CCCCCCCCCCCCC)(=O)[O-].[Cd+2].C(CCCCCCCCCCCCC)(=O)[O-] (Cadmium myristate). RXN SMILES: [S].[C:2]([OH:21])(=[O:20])[CH2:3][CH2:4][CH2:5][CH2:6][CH2:7][CH2:8][CH2:9]/[CH:10]=[CH:11]\[CH2:12][CH2:13][CH2:14][CH2:15]CCCC.C=CCCCCCCCCCCCCCCCC.CCCCCCCCCCCCCCCCCC.O.O.O.O.[N+]([O-])([O-])=O.[Cd+2:66].[N+]([O-])([O-])=O.C(O)(=O)CCCCCCCCCCCCC.[N+]([O-])(O)=O.[OH-].[Na+]>C([O-])(=O)CCCCCCCCCCCCCCCCC.[Zn+2].C([O-])(=O)CCCCCCCCCCCCCCCCC.O.O.O.O.C([O-])(=O)C.[Mn+2].C([O-])(=O)C>[C:2]([O-:21])(=[O:20])[CH2:3][CH2:4][CH2:5][CH2:6][CH2:7][CH2:8][CH2:9][CH2:10][CH2:11][CH2:12][CH2:13][CH2:14][CH3:15].[Cd+2:66].[C:2]([O-:21])(=[O:20])[CH2:3][CH2:4][CH2:5][CH2:6][CH2:7][CH2:8][CH2:9][CH2:10][CH2:11][CH2:12][CH2:13][CH2:14][CH3:15] |f:4.5.6.7.8.9.10,13.14,15.16.17,18.19.20.21.22.23.24,25.26.27,^3:0|. Reactants: [S] (Sulfur), polystyrene-block-polybutadiene, CCCCCCCCCCCCCCCCCC (octadecane), [N+](=O)(O)[O-] (nitric acid), [OH-].[Na+] (sodium hydroxide), C(CCCCCCCCCCCCC)(=O)O (myristic acid), C(CCCCCCC\C=C/CCCCCCCC)(=O)O (oleic acid), C=CCCCCCCCCCCCCCCCC (1-octadecene), O.O.O.O.[N+](=O)([O-])[O-].[Cd+2].[N+](=O)([O-])[O-] (cadmium nitrate tetrahydrate). The reactants are CCCC[N+](CCCC)(CCCC)CCCC, C1CCOC1, [F-], C[Si](C)(C)C#Cc1ccc(F)c(NC(=O)C(F)(F)F)c1. Product: C#Cc1ccc(F)c(NC(=O)C(F)(F)F)c1. As a reaction SMILES: [CH2:22]([N+:23]([CH2:24][CH2:25][CH2:26][CH3:27])([CH2:28][CH2:29][CH2:30][CH3:31])[CH2:32][CH2:33][CH2:34][CH3:35])[CH2:36][CH2:37][CH3:38].[CH2:39]1[O:40][CH2:41][CH2:42][CH2:43]1.[F-:21].[F:1][C:2]([C:3](=[O:4])[NH:5][c:6]1[c:7]([F:18])[cH:8][cH:9][c:10]([C:12]#[C:13][Si:14]([CH3:15])([CH3:16])[CH3:17])[cH:11]1)([F:19])[F:20]>>[F:1][C:2]([C:3](=[O:4])[NH:5][c:6]1[c:7]([F:18])[cH:8][cH:9][c:10]([C:12]#[CH:13])[cH:11]1)([F:19])[F:20]. The reactants are CC(C)(C)OC(=O)N1CCC(CCO)CC1, CCCC[N+](CCCC)(CCCC)CCCC, Cl, [H-], [I-], [Na+], CN(C)C=O, O, ClCc1cccnc1. RXN SMILES: [C:1]([CH3:2])([CH3:3])([CH3:4])[O:5][C:6](=[O:7])[N:8]1[CH2:9][CH2:10][CH:11]([CH2:14][CH2:15][OH:16])[CH2:12][CH2:13]1.[CH2:35]([N+:36]([CH2:37][CH2:38][CH2:39][CH3:40])([CH2:41][CH2:42][CH2:43][CH3:44])[CH2:45][CH2:46][CH2:47][CH3:48])[CH2:49][CH2:50][CH3:51].[ClH:19].[H-:18].[I-:34].[Na+:17].[O:29]=[CH:30][N:31]([CH3:32])[CH3:33].[OH2:28].[cH:20]1[c:21]([CH2:26][Cl:27])[cH:22][cH:23][cH:24][n:25]1>>[C:1]([CH3:2])([CH3:3])([CH3:4])[O:5][C:6](=[O:7])[N:8]1[CH2:9][CH2:10][CH:11]([CH2:14][CH2:15][O:16][CH2:26][c:21]2[cH:20][n:25][cH:24][cH:23][cH:22]2)[CH2:12][CH2:13]1. Yields the product CC(C)(C)OC(=O)N1CCC(CCOCc2cccnc2)CC1.